Dataset: the Open Reaction Database (ORD), a public repository of structured organic reaction records. Task: describe an organic reaction: reactants, conditions, products, and yield Reactants: CC1CCCN1c1cnc(CN(CCO)Cc2ccccc2)c(Cl)n1, CC(C)(C)[O-], [K+], CN(C)C=O, O. The product is CC1CCCN1c1cnc2c(n1)OCCN(Cc1ccccc1)C2. Reaction SMILES: [CH2:7]([c:8]1[cH:9][cH:10][cH:11][cH:12][cH:13]1)[N:14]([CH2:15][CH2:16][OH:17])[CH2:18][c:19]1[n:20][cH:21][c:22]([N:26]2[CH:27]([CH3:31])[CH2:28][CH2:29][CH2:30]2)[n:23][c:24]1[Cl:25].[CH3:1][C:2]([CH3:3])([O-:4])[CH3:5].[K+:6].[O:33]=[CH:34][N:35]([CH3:36])[CH3:37].[OH2:32]>>[CH2:7]([c:8]1[cH:9][cH:10][cH:11][cH:12][cH:13]1)[N:14]1[CH2:15][CH2:16][O:17][c:24]2[c:19]([n:20][cH:21][c:22]([N:26]3[CH:27]([CH3:31])[CH2:28][CH2:29][CH2:30]3)[n:23]2)[CH2:18]1. Starting materials: CC(C)COc1cccc2[nH]c(C(=O)O)cc12, Cl, Cl, Cl, NC1CCN(CCN2CCCCCC2)CC1. The product is CC(C)COc1cccc2[nH]c(C(=O)NC3CCN(CCN4CCCCCC4)CC3)cc12. Reaction SMILES: [CH2:1]([CH:2]([CH3:3])[CH3:4])[O:5][c:6]1[c:7]2[cH:8][c:9]([C:15](=[O:16])[OH:17])[nH:10][c:11]2[cH:12][cH:13][cH:14]1.[ClH:18].[ClH:19].[ClH:20].[N:21]1([CH2:28][CH2:29][N:30]2[CH2:31][CH2:32][CH:33]([NH2:36])[CH2:34][CH2:35]2)[CH2:22][CH2:23][CH2:24][CH2:25][CH2:26][CH2:27]1>>[CH2:1]([CH:2]([CH3:3])[CH3:4])[O:5][c:6]1[c:7]2[cH:8][c:9]([C:15](=[O:17])[NH:36][CH:33]3[CH2:32][CH2:31][N:30]([CH2:29][CH2:28][N:21]4[CH2:22][CH2:23][CH2:24][CH2:25][CH2:26][CH2:27]4)[CH2:35][CH2:34]3)[nH:10][c:11]2[cH:12][cH:13][cH:14]1. Run in CN(C)C=O (DMF). Procedure details: 100 mg (0.36 mmol) 7-methoxy-3-(piperidin-4-yl)-4,5-dihydro-1H-benzo[d][1,3]diazepin-2(3H)-one, 110 mg (0.36 mmol) 6-(6-chloropyrimidin-4-yloxy)-4-methylbenzo[d]thiazol-2(3H)-one and 140 μL (0.81 mmol) DIPEA in 2.0 mL DMF were stirred for 14 h at 60° C. The reaction mixture was cooled, mixed with water and stirred for 30 min. The precipitate formed was suction filtered and dried. Reaction conditions: time 30 minute. The reactants are O (water), COC1=CC2=C(NC(N(CC2)C2CCNCC2)=O)C=C1 (7-methoxy-3-(piperidin-4-yl)-4,5-dihydro-1H-benzo[d][1,3]diazepin-2(3H)-one), ClC1=CC(=NC=N1)OC1=CC2=C(NC(S2)=O)C(=C1)C (6-(6-chloropyrimidin-4-yloxy)-4-methylbenzo[d]thiazol-2(3H)-one), CCN(C(C)C)C(C)C (DIPEA). RXN SMILES: [CH3:1][O:2][C:3]1[CH:20]=[CH:19][C:6]2[NH:7][C:8](=[O:18])[N:9]([CH:12]3[CH2:17][CH2:16][NH:15][CH2:14][CH2:13]3)[CH2:10][CH2:11][C:5]=2[CH:4]=1.Cl[C:22]1[N:27]=[CH:26][N:25]=[C:24]([O:28][C:29]2[CH:38]=[C:37]([CH3:39])[C:32]3[NH:33][C:34](=[O:36])[S:35][C:31]=3[CH:30]=2)[CH:23]=1.CCN(C(C)C)C(C)C.O>CN(C=O)C>[CH3:1][O:2][C:3]1[CH:20]=[CH:19][C:6]2[NH:7][C:8](=[O:18])[N:9]([CH:12]3[CH2:13][CH2:14][N:15]([C:22]4[N:27]=[CH:26][N:25]=[C:24]([O:28][C:29]5[CH:38]=[C:37]([CH3:39])[C:32]6[NH:33][C:34](=[O:36])[S:35][C:31]=6[CH:30]=5)[CH:23]=4)[CH2:16][CH2:17]3)[CH2:10][CH2:11][C:5]=2[CH:4]=1. Yields the product COC1=CC2=C(NC(N(CC2)C2CCN(CC2)C2=CC(=NC=N2)OC2=CC3=C(NC(S3)=O)C(=C2)C)=O)C=C1 (6-(6-(4-(7-methoxy-2-oxo-4,5-dihydro-1H-benzo[d][1,3]diazepin-3(2H)-yl)piperidin-1-yl)-pyrimidin-4-yloxy)-4-methylbenzo[d]thiazol-2(3H)-one). The reactants are C1COCCN1, CCCc1nc(Cl)nc(NC2CC2)n1, C1COCCO1. The product is CCCc1nc(NC2CC2)nc(N2CCOCC2)n1. Reaction SMILES: [CH2:1]1[CH2:2][O:3][CH2:4][CH2:5][NH:6]1.[Cl:7][c:8]1[n:9][c:10]([CH2:18][CH2:19][CH3:20])[n:11][c:12]([NH:14][CH:15]2[CH2:16][CH2:17]2)[n:13]1.[O:21]1[CH2:22][CH2:23][O:24][CH2:25][CH2:26]1>>[CH2:1]1[CH2:2][O:3][CH2:4][CH2:5][N:6]1[c:8]1[n:9][c:10]([CH2:18][CH2:19][CH3:20])[n:11][c:12]([NH:14][CH:15]2[CH2:16][CH2:17]2)[n:13]1. Reactants: C(C)(C)NC(C)C (diisopropylamine), solution, C(CCC)[Li] (butyllithium), CCCCCC (hexane), resultant solution, CC1=C2C(=NC(=C1)C)N(C=C2C#N)[C@@H]2CCCC1=CC=CC=C21 (4,6-dimethyl-1-[(1R)-1,2,3,4-tetrahydronaphthalen-1-yl]-1H-pyrrolo[2,3-b]pyridine-3-carbonitrile), CN(C=O)C (Dimethylformamide). The solvent is O (water), O1CCCC1 (tetrahydrofuran), C1CCOC1 (THF). Reaction conditions: temperature -78 celsius, time 15 minute. Product: C(=O)C1=C(C=2C(=NC(=CC2C)C)N1[C@@H]1CCCC2=CC=CC=C12)C#N (2-formyl-4,6-dimethyl-1-[(1R)-1,2,3,4-tetrahydronaphthalen-1-yl]-1H-pyrrolo[2,3-b]pyridine-3-carbonitrile). As a reaction SMILES: C(NC(C)C)(C)C.C([Li])CCC.CCCCCC.[CH3:19][C:20]1[CH:25]=[C:24]([CH3:26])[N:23]=[C:22]2[N:27]([C@H:32]3[C:41]4[C:36](=[CH:37][CH:38]=[CH:39][CH:40]=4)[CH2:35][CH2:34][CH2:33]3)[CH:28]=[C:29]([C:30]#[N:31])[C:21]=12.CN(C)[CH:44]=[O:45]>O1CCCC1.O>[CH:44]([C:28]1[N:27]([C@H:32]2[C:41]3[C:36](=[CH:37][CH:38]=[CH:39][CH:40]=3)[CH2:35][CH2:34][CH2:33]2)[C:22]2=[N:23][C:24]([CH3:26])=[CH:25][C:20]([CH3:19])=[C:21]2[C:29]=1[C:30]#[N:31])=[O:45]. Procedure: To a solution of diisopropylamine (3.72 ml, 28.4 mmol) in tetrahydrofuran (36 ml) was added a 1.6 N solution of butyllithium in hexane (17.7 ml, 28.4 mmol) at −78° C., and the mixture was stirred at −78° C. for 15 minutes. To the resultant solution was added dropwise 4,6-dimethyl-1-[(1R)-1,2,3,4-tetrahydronaphthalen-1-yl]-1H-pyrrolo[2,3-b]pyridine-3-carbonitrile (5.70 g, 18.9 mmol) in THF (60 ml) at −78° C., and the mixture was stirred at −78° C. for 30 minutes. Dimethylformamide (5.37 ml, 56.7 ... Reactants: CCOC(=O)CC(Nc1ccc(C(=O)O)cc1[N+](=O)[O-])c1ccccc1, C1COCCO1, N, [Na+], [Na+], O, O=S([O-])S(=O)[O-]. Yields the product CCOC(=O)CC(Nc1ccc(C(=O)O)cc1N)c1ccccc1. As a reaction SMILES: [CH2:1]([CH3:2])[O:3][C:4]([CH2:5][CH:6]([c:7]1[cH:8][cH:9][cH:10][cH:11][cH:12]1)[NH:13][c:14]1[c:15]([N+:23]([O-:24])=[O:25])[cH:16][c:17]([C:18](=[O:19])[OH:20])[cH:21][cH:22]1)=[O:26].[CH2:37]1[O:38][CH2:39][CH2:40][O:41][CH2:42]1.[NH3:28].[Na+:35].[Na+:36].[OH2:27].[S:29]([S:30]([O-:31])=[O:32])([O-:33])=[O:34]>>[CH2:1]([CH3:2])[O:3][C:4]([CH2:5][CH:6]([c:7]1[cH:8][cH:9][cH:10][cH:11][cH:12]1)[NH:13][c:14]1[c:15]([NH2:23])[cH:16][c:17]([C:18](=[O:19])[OH:20])[cH:21][cH:22]1)=[O:26].